This data is from the Open Reaction Database (ORD), a public repository of structured organic reaction records. The task is: describe an organic reaction: reactants, conditions, products, and yield Reaction SMILES: [Cl:1][c:2]1[c:3](-[c:8]2[cH:9][cH:10][cH:11][c:12]([CH3:14])[n:13]2)[cH:4][cH:5][cH:6][cH:7]1.[F:15][c:16]1[cH:17][cH:18][cH:19][cH:20][c:21]1[CH:22]=[O:23]>>[c:2]1([F:15])[c:3](-[c:8]2[cH:9][cH:10][cH:11][c:12]([CH3:14])[n:13]2)[cH:4][cH:5][cH:6][cH:7]1. Starting materials: Cc1cccc(-c2ccccc2Cl)n1, O=Cc1ccccc1F. The product is Cc1cccc(-c2ccccc2F)n1. The reactants are [Ag+], CCO, O=Cc1cc2ccc(Cl)cc2cn1, Cl, O=[N+]([O-])[O-], [Na+], [OH-], O. Yields the product O=C(O)c1cc2ccc(Cl)cc2cn1. Reaction SMILES: [Ag+:25].[CH3:16][CH2:17][OH:18].[Cl:3][c:4]1[cH:5][cH:6][c:7]2[cH:8][c:9]([CH:14]=[O:15])[n:10][cH:11][c:12]2[cH:13]1.[ClH:19].[N+:21]([O-:22])([O-:23])=[O:24].[Na+:2].[OH-:1].[OH2:20]>>[Cl:3][c:4]1[cH:5][cH:6][c:7]2[cH:8][c:9]([C:14](=[O:15])[OH:18])[n:10][cH:11][c:12]2[cH:13]1. The reactants are [Br-], OB(O)c1ccccc1Cl, O=C1NCCc2c(-c3ccccc3)[nH]c3cccc1c23. Product: O=C1NCCc2c(-c3ccccc3Cl)[nH]c3cccc1c23. RXN SMILES: [Br-:21].[Cl:22][c:23]1[cH:24][cH:25][cH:26][cH:27][c:28]1[B:29]([OH:30])[OH:31].[c:1]1(-[c:7]2[nH:8][c:9]3[cH:10][cH:11][cH:12][c:13]4[c:14]3[c:15]2[CH2:16][CH2:17][NH:18][C:19]4=[O:20])[cH:2][cH:3][cH:4][cH:5][cH:6]1>>[c:1]1(-[c:7]2[nH:8][c:9]3[cH:10][cH:11][cH:12][c:13]4[c:14]3[c:15]2[CH2:16][CH2:17][NH:18][C:19]4=[O:20])[cH:2][cH:3][cH:4][cH:5][c:6]1[Cl:22]. The reactants are Cl (hydrochloric acid), [OH-].[Na+] (Sodium hydroxide), C1(=CC=CC=C1)O (phenol), C(C=O)(=O)O (glyoxylic acid). Solvent: O (water). Reaction conditions: time 3 hour. Product: OC1=CC=C(C(C(=O)[O-])O)C=C1.[Na+] (Sodium p-Hydroxymandelate). RXN SMILES: [OH-].[Na+:2].[C:3]1([OH:9])[CH:8]=[CH:7][CH:6]=[CH:5][CH:4]=1.[C:10]([OH:14])(=[O:13])[CH:11]=[O:12].Cl>O>[OH:9][C:3]1[CH:8]=[CH:7][C:6]([CH:11]([OH:12])[C:10]([O-:14])=[O:13])=[CH:5][CH:4]=1.[Na+:2] |f:0.1,6.7|. Reported procedure: Sodium hydroxide solution (50% w/w, ca 650 ml) was added dropwise over about one hour to a stirred mixture of phenol (1.098 kg), aqueous glyoxylic acid (50% w/w solution, 720 ml) and water (3 l) at 15° C. until a pH of 10.5 had been reached. The reaction mixture was then stirred and tested at 35° C. for 3 hours. The solution was adjusted to pH7 with concentrated hydrochloric acid and extracted at 35° C. with methyl isobutyl ketone to remove excess phenol. The aqueous solution was adjusted to pH2... The reactants are COc1ccccc1C(O)c1ccc(C2=NC(C)(C)CO2)cc1, CC(=O)OC(C)=O, CO, c1ccncc1. Product: COc1ccccc1C(OC(C)=O)c1ccc(C2=NC(C)(C)CO2)cc1. RXN SMILES: [CH3:1][C:2]1([CH3:23])[N:3]=[C:4]([c:7]2[cH:8][cH:9][c:10]([CH:13]([c:14]3[c:15]([O:20][CH3:21])[cH:16][cH:17][cH:18][cH:19]3)[OH:22])[cH:11][cH:12]2)[O:5][CH2:6]1.[CH3:24][C:25](=[O:26])[O:27][C:28](=[O:29])[CH3:30].[CH3:31][OH:32].[cH:33]1[cH:34][cH:35][n:36][cH:37][cH:38]1>>[CH3:1][C:2]1([CH3:23])[N:3]=[C:4]([c:7]2[cH:8][cH:9][c:10]([CH:13]([c:14]3[c:15]([O:20][CH3:21])[cH:16][cH:17][cH:18][cH:19]3)[O:22][C:25]([CH3:24])=[O:26])[cH:11][cH:12]2)[O:5][CH2:6]1. The reactants are C=C(CC)C(=O)OCC, CCO, NCc1ccccc1. Yields the product CCOC(=O)C(CC)CNCc1ccccc1. RXN SMILES: [CH2:1]=[C:2]([C:3](=[O:4])[O:5][CH2:6][CH3:7])[CH2:8][CH3:9].[CH3:18][CH2:19][OH:20].[NH2:10][CH2:11][c:12]1[cH:13][cH:14][cH:15][cH:16][cH:17]1>>[CH2:1]([CH:2]([C:3](=[O:4])[O:5][CH2:6][CH3:7])[CH2:8][CH3:9])[NH:10][CH2:11][c:12]1[cH:13][cH:14][cH:15][cH:16][cH:17]1. Starting materials: Cl.Cl.C(C1=CC=CC=C1)NN (1-benzylhydrazine dihydrochloride), C(C)(C)(C)OC(=O)N[C@@H](C(C(=O)O)O)CC1CCCCC1 ((2RS,3R)-3-((tert-butoxycarbonyl)amino)-4-cyclohexyl-2-hydroxybutanoic acid), O.ON1N=NC2=C1C=CC=C2 (1-hydroxybenzotriazole hydrate), CN1CCOCC1 (N-methylmorpholine), C(C)(C)N=C=NC(C)C (1,3-diisopropylcarbodiimide). Run in CN(C(C)=O)C (N,N-dimethylacetamide), ClCCl (dichloromethane). Reaction conditions: time 5 minute. The product is N[C@@H](C(C(=O)NNCC1=CC=CC=C1)O)CC1CCCCC1 ((2RS,3R)-3-amino-N′-benzyl-4-cyclohexyl-2-hydroxybutanohydrazide). RXN SMILES: C(OC([NH:8][C@H:9]([CH2:15][CH:16]1[CH2:21][CH2:20][CH2:19][CH2:18][CH2:17]1)[CH:10]([OH:14])[C:11]([OH:13])=O)=O)(C)(C)C.O.ON1C2C=CC=CC=2N=N1.CN1CCOCC1.C(N=C=NC(C)C)(C)C.Cl.Cl.[CH2:51]([NH:58][NH2:59])[C:52]1[CH:57]=[CH:56][CH:55]=[CH:54][CH:53]=1>CN(C)C(=O)C.ClCCl>[NH2:8][C@H:9]([CH2:15][CH:16]1[CH2:17][CH2:18][CH2:19][CH2:20][CH2:21]1)[CH:10]([OH:14])[C:11]([NH:59][NH:58][CH2:51][C:52]1[CH:57]=[CH:56][CH:55]=[CH:54][CH:53]=1)=[O:13] |f:1.2,5.6.7|. Procedure details: A solution of Example 1C (50 mg, 0.17 mmol), 1-hydroxybenzotriazole hydrate (30 mg, 0.22 mmol), and N-methylmorpholine (0.07 mL, 0.63 mmol) in 5:1/dichloromethane:N,N-dimethylacetamide (2 mL) at 0° C. was treated with 1,3-diisopropylcarbodiimide (0.03 mL, 0.21 mmol), and stirred for 5 minutes. The solution was treated with 1-benzylhydrazine dihydrochloride (0.05 g, 0.25 mmol), stirred for 2 hours, and warmed to room temperature over 44 hours. The reaction was washed with 2N HCl and saturated NaH...